From a dataset of the Open Reaction Database (ORD), a public repository of structured organic reaction records. describe an organic reaction: reactants, conditions, products, and yield Starting materials: O=C([O-])[O-], CCC(C)=O, Fc1cccc(CBr)c1, [K+], [K+], CCC(Oc1ccc(O)cc1)C(=O)NC. Product: CCC(Oc1ccc(OCc2cccc(F)c2)cc1)C(=O)NC. As a reaction SMILES: [C:25](=[O:26])([O-:27])[O-:28].[CH3:31][C:32](=[O:33])[CH2:34][CH3:35].[F:16][c:17]1[cH:18][c:19]([CH2:20][Br:21])[cH:22][cH:23][cH:24]1.[K+:29].[K+:30].[OH:1][c:2]1[cH:3][cH:4][c:5]([O:6][CH:7]([C:8](=[O:9])[NH:10][CH3:11])[CH2:12][CH3:13])[cH:14][cH:15]1>>[O:1]([c:2]1[cH:3][cH:4][c:5]([O:6][CH:7]([C:8](=[O:9])[NH:10][CH3:11])[CH2:12][CH3:13])[cH:14][cH:15]1)[CH2:20][c:19]1[cH:18][c:17]([F:16])[cH:24][cH:23][cH:22]1. Starting materials: NC1=C(CN2C(=CC=C2)C#N)C=CC(=C1)Cl (1-(2-amino-4-chlorobenzyl)-2-pyrrolecarbonitrile), NC1=C(CN2C(=CC=C2)C#N)C=C(C(=C1)Br)Br (1-(2-amino-4,5-dibromobenzyl)-2-pyrrolecarbonitrile). The product is BrC=1C(=CC2=C(CN3C(C(=N2)N2CCN(CC2)C)=CC=C3)C1)Br (7,8-Dibromo-11-(4-methyl-1-piperazinyl)-5H-pyrrolo[2,1-c][1,4]benzodiazepin). RXN SMILES: NC1C=C(Cl)C=C[C:3]=1[CH2:4][N:5]1[CH:9]=C[CH:7]=[C:6]1C#N.[NH2:17][C:18]1[CH:31]=[C:30]([Br:32])[C:29]([Br:33])=[CH:28][C:19]=1[CH2:20][N:21]1[CH:25]=[CH:24][CH:23]=[C:22]1[C:26]#[N:27]>>[Br:33][C:29]1[C:30]([Br:32])=[CH:31][C:18]2[N:17]=[C:26]([N:27]3[CH2:7][CH2:6][N:5]([CH3:9])[CH2:4][CH2:3]3)[C:22]3=[CH:23][CH:24]=[CH:25][N:21]3[CH2:20][C:19]=2[CH:28]=1. Procedure: The general procedure of Example 7 is repeated but replacing the 1-(2-amino-4-chlorobenzyl)-2-pyrrolecarbonitrile employed in that example with an equivalent amount of 1-(2-amino-4,5-dibromobenzyl)-2-pyrrolecarbonitrile whereby there is obtained the title compound. The reactants are C(C)(=O)O[C@@H]1CC2=CC[C@H]3[C@@H]4CC[C@@H]([C@@]4(C)CC[C@@H]3[C@]2(CC1)C)OC(C)=O (androst-5-ene -3β,17β-diol diacetate), CC1(C(=O)N(C(=O)N1Br)Br)C (dibromantin), C([O-])(O)=O.[Na+] (sodium bicarbonate). Solvent: CCCCCC (hexane). Reaction conditions: temperature 0 celsius, time 2 hour. The product is C(C)(=O)O[C@@H]1CC2=CC=C3[C@@H]4CC[C@@H]([C@@]4(C)CC[C@@H]3[C@]2(CC1)C)OC(C)=O (androst-5,7-diene-3β,17β-diol diacetate). RXN SMILES: [C:1]([O:4][C@H:5]1[CH2:22][CH2:21][C@@:20]2([CH3:23])[C:7](=[CH:8][CH2:9][C@@H:10]3[C@@H:19]2[CH2:18][CH2:17][C@@:15]2([CH3:16])[C@H:11]3[CH2:12][CH2:13][C@@H:14]2[O:24][C:25](=[O:27])[CH3:26])[CH2:6]1)(=[O:3])[CH3:2].CC1(C)N(Br)C(=O)N(Br)C1=O.C(=O)(O)[O-].[Na+]>CCCCCC>[C:1]([O:4][C@H:5]1[CH2:22][CH2:21][C@@:20]2([CH3:23])[C:7](=[CH:8][CH:9]=[C:10]3[C@@H:19]2[CH2:18][CH2:17][C@@:15]2([CH3:16])[C@H:11]3[CH2:12][CH2:13][C@@H:14]2[O:24][C:25](=[O:27])[CH3:26])[CH2:6]1)(=[O:3])[CH3:2] |f:2.3|. Reported procedure: A mixture of androst-5-ene -3β,17β-diol diacetate (3.75 g, 10 mmol), dibromantin (2.03 g, 7 mmol), and sodium bicarbonate (4.54 g, 54 mmol) in hexane (200 ml) is heated under reflux for 0.5 hours. The mixture is then cooled and filtered and the filtrate evaporated to dryness. The residue is dissolved in 50 ml toluene and treated with lithium bromide (2 g) in 5 ml of acetone. The mixture is stirred at 0° C. for 2 hours and then treated with 2 ml triethylamine and 1.5 ml benzenethiol. After stirri...